From a dataset of the Open Reaction Database (ORD), a public repository of structured organic reaction records. describe an organic reaction: reactants, conditions, products, and yield Starting materials: S1C=CCN2[C@H]1CC2=O (ceph-2-em), S1CC=CN2[C@H]1CC2=O (ceph-3-em). The product is S1(CC=CN2[C@H]1CC2=O)=O (ceph-3-em 1-oxide). Reaction SMILES: [S:1]1[C@@H:6]2[CH2:7][C:8](=[O:9])[N:5]2[CH2:4][CH:3]=[CH:2]1.S1[C@@H]2CC(=[O:18])N2C=CC1>>[S:1]1(=[O:18])[C@@H:6]2[CH2:7][C:8](=[O:9])[N:5]2[CH:4]=[CH:3][CH2:2]1. Procedure details: A ceph-2-em or ceph-3-em reaction product may also be oxidised to yield the corresponding ceph-3-em 1-oxide, for example by reaction with a peracid, e.g. peracetic or m-chloroperbenzoic acid; the resulting sulphoxide may if desired, subsequently be reduced as described hereinafter to yield the corresponding desired ceph-3-em sulphide. Reactants: BrC1=C(N=C(N=N1)N)C1=CC=CC=C1 (6-bromo-5-phenyl-1,2,4-triazin-3-amine), FC(C=1C=C(C=CC1)B(O)O)(F)F (3-trifluoromethylphenylboronic acid). Product: C1(=CC=CC=C1)C=1N=C(N=NC1C1=CC(=CC=C1)C(F)(F)F)N (5-Phenyl-6-[3-(trifluoromethyl)phenyl]-1,2,4-triazin-3-amine). The yield is 31.9%. As a reaction SMILES: Br[C:2]1[N:7]=[N:6][C:5]([NH2:8])=[N:4][C:3]=1[C:9]1[CH:14]=[CH:13][CH:12]=[CH:11][CH:10]=1.[F:15][C:16]([F:27])([F:26])[C:17]1[CH:18]=[C:19](B(O)O)[CH:20]=[CH:21][CH:22]=1>>[C:9]1([C:3]2[N:4]=[C:5]([NH2:8])[N:6]=[N:7][C:2]=2[C:21]2[CH:20]=[CH:19][CH:18]=[C:17]([C:16]([F:27])([F:26])[F:15])[CH:22]=2)[CH:14]=[CH:13][CH:12]=[CH:11][CH:10]=1. Reported procedure: 5-Phenyl-6-[3-(trifluoromethyl)phenyl]-1,2,4-triazin-3-amine (120 mg, 31%) was prepared from 6-bromo-5-phenyl-1,2,4-triazin-3-amine (0.30 g, 1.19 mmol) and 3-trifluoromethylphenylboronic acid (0.25 g, 1.30 mmol) according to the general procedure of Example 1. Reactants: C(C)OC=1C(C(C1NC1=C(C=CC=C1C)O)=O)=O (3-Ethoxy-4-(2-hydroxy-6-methyl-phenylamino)-cyclobut-3-ene-1,2-dione), N[C@H](C)C(C)(C)C ((R)-2-amino-3,3-dimethylbutane), solution. Solvent: C(C)O (ethanol), ClCCl (dichloromethane). The product is OC1=C(C(=CC=C1)C)NC=1C(C(C1N[C@@H](C(C)(C)C)C)=O)=O ((R)-3-(2-hydroxy-6-methylphenylamino)-4-(2,2,1-trimethylpropyl-amino)-cyclobut-3-ene-1,2-dione). As a reaction SMILES: C(O[C:4]1[C:5](=[O:18])[C:6](=[O:17])[C:7]=1[NH:8][C:9]1[C:14]([CH3:15])=[CH:13][CH:12]=[CH:11][C:10]=1[OH:16])C.[NH2:19][C@@H:20]([C:22]([CH3:25])([CH3:24])[CH3:23])[CH3:21]>C(O)C.ClCCl>[OH:16][C:10]1[CH:11]=[CH:12][CH:13]=[C:14]([CH3:15])[C:9]=1[NH:8][C:7]1[C:6](=[O:17])[C:5](=[O:18])[C:4]=1[NH:19][C@H:20]([CH3:21])[C:22]([CH3:25])([CH3:24])[CH3:23]. Reported procedure: 3-Ethoxy-4-(2-hydroxy-6-methyl-phenylamino)-cyclobut-3-ene-1,2-dione (0.4 g, 1.62 mmol) and (R)-2-amino-3,3-dimethylbutane (16 mL of a 0.2M solution in absolute ethanol, 3.20 mmol) in dichloromethane (4 mL) was heated at 80° C. for 4 hours. The reaction mixture was cooled, concentrated under reduced pressure, and the resulting residue was trituated with hexane:ethyl acetate (1:1) to produce a solid, which was filtered and rinsed with hexane:ethyl acetate (1:1). Chromatography with 10% methanol i...